From a dataset of the Open Reaction Database (ORD), a public repository of structured organic reaction records. describe an organic reaction: reactants, conditions, products, and yield The solvent is O1CCOCC1 (dioxane), O1CCOCC1 (dioxane). Reported procedure: After a chiral separation, Intermediate 33 (1 eq.) (100% ee) was solubilised in dioxane. A solution of HCl (4N) in dioxane was added and the reaction was stirred at 20° C. for 15 h. The solvent was removed under reduced pressure and the crude was crystallised in a mixture of DCM/iPr2O/pentane to afford (R)-2-methyl-azetidine-2-carboxylic acid hydrochloride. The product is Cl.C[C@]1(NCC1)C(=O)O ((R)-2-methyl-azetidine-2-carboxylic acid hydrochloride). RXN SMILES: BrC1C=CC(C([N:8]2[CH2:11][CH2:10][C@:9]2([CH3:15])[C:12]([OH:14])=[O:13])=O)=CC=1.[ClH:18]>O1CCOCC1>[ClH:18].[CH3:15][C@:9]1([C:12]([OH:14])=[O:13])[CH2:10][CH2:11][NH:8]1 |f:3.4|. The reactants are BrC1=CC=C(C(=O)N2[C@](CC2)(C(=O)O)C)C=C1 ((R)-1-(4-Bromo-benzoyl)-2-methyl-azetidine-2-carboxylic acid), Cl (HCl). Reaction conditions: temperature 20 celsius, time 15 hour. The reactants are C1(OC[C@H]2CCCC[C@@H]12)=O ((3aS,cis) hexahydro-1-(3H)-isobenzofuranone), C[O-].[Na+] (sodium methylate), N1CCCC1 (pyrrolidine). Run in CO (methanol). The product is OC[C@@H]1[C@H](CCCC1)C(=O)N1CCCC1 ((1S,trans) 1-[(2hydroxymethyl-1-cyclohexyl)-carbonyl]-pyrrolidine). As a reaction SMILES: [C:1]1(=[O:10])[C@H:9]2[C@H:4]([CH2:5][CH2:6][CH2:7][CH2:8]2)[CH2:3][O:2]1.C[O-].[Na+].[NH:14]1[CH2:18][CH2:17][CH2:16][CH2:15]1>CO>[OH:2][CH2:3][C@H:4]1[CH2:5][CH2:6][CH2:7][CH2:8][C@@H:9]1[C:1]([N:14]1[CH2:18][CH2:17][CH2:16][CH2:15]1)=[O:10] |f:1.2|. Procedure details: 4 g of (3aS,cis) hexahydro-1-(3H)-isobenzofuranone in 20 ml of methanol and 4.76 ml of pyrrolidine with 0.386 g of sodium methylate were refluxed for 20 hours and one half of the methanol was distilled off at 50° C. under reduced pressure. Water and ice were added and the pH was adjusted to 1 by adding 2N hydrochloric acid. Extraction was done with methylene chloride and the extracts were washed with water, dried, filtered, evaporated to dryness under reduced pressure and crystallized from isopr...